Dataset: the Open Reaction Database (ORD), a public repository of structured organic reaction records. Task: describe an organic reaction: reactants, conditions, products, and yield The reactants are O=C(O)CCCCCCCCCCBr, CS(=O)(=O)O, OCC(F)(F)C(F)C(F)(F)F, O, c1ccccc1. The product is O=C(CCCCCCCCCCBr)OCC(F)(F)C(F)C(F)(F)F. As a reaction SMILES: [Br:12][CH2:13][CH2:14][CH2:15][CH2:16][CH2:17][CH2:18][CH2:19][CH2:20][CH2:21][CH2:22][C:23](=[O:24])[OH:25].[CH3:26][S:27]([OH:28])(=[O:29])=[O:30].[F:1][C:2]([CH2:3][OH:4])([CH:5]([C:6]([F:7])([F:8])[F:9])[F:10])[F:11].[OH2:37].[cH:31]1[cH:32][cH:33][cH:34][cH:35][cH:36]1>>[F:1][C:2]([CH2:3][O:4][C:23]([CH2:22][CH2:21][CH2:20][CH2:19][CH2:18][CH2:17][CH2:16][CH2:15][CH2:14][CH2:13][Br:12])=[O:24])([CH:5]([C:6]([F:7])([F:8])[F:9])[F:10])[F:11]. Starting materials: C(C)(C)(C)OC(=O)N1CCN(CC1)C1=NOC2=C1SC=C2 (4-Thieno[2,3-d]isoxazol-3-yl-piperazine-1-carboxylic acid tert-butyl ester), Cl (HCl). Product: N1(CCNCC1)C1=NOC2=C1SC=C2 (3-Piperazin-1-yl-thieno[2,3-d]isoxazole). The yield is 97.3%. RXN SMILES: C(OC([N:8]1[CH2:13][CH2:12][N:11]([C:14]2[C:18]3[S:19][CH:20]=[CH:21][C:17]=3[O:16][N:15]=2)[CH2:10][CH2:9]1)=O)(C)(C)C.Cl>>[N:11]1([C:14]2[C:18]3[S:19][CH:20]=[CH:21][C:17]=3[O:16][N:15]=2)[CH2:10][CH2:9][NH:8][CH2:13][CH2:12]1. Procedure: 4-Thieno[2,3-d]isoxazol-3-yl-piperazine-1-carboxylic acid tert-butyl ester (5.0 g, 16.2 mmol) was stirred at room temperature in a solution of HCl (25 mL, 4N HCl in dioxane) for 4 hours. The volatiles were removed in vacuo and the residue was triturated with ether (twice) to yield off white solids 3.3 g (84%) as the desired hydrochloride salt. Reactants: [OH-].[Na+] (NaOH), BrC1=CC=2N(C(=C1)N)N=C(N2)C2=CC=CC=C2 (7-bromo-2-phenyl-[1,2,4]triazolo[1,5-a]pyridin-5-ylamine), C1(=CC=C(C=C1)B(O)O)C (p-tolyl-boronic acid), C(=O)([O-])[O-].[Na+].[Na+] (Na2CO3). Reagents/catalysts: [Pd].C1(=CC=CC=C1)P(C1=CC=CC=C1)C1=CC=CC=C1.C1(=CC=CC=C1)P(C1=CC=CC=C1)C1=CC=CC=C1.C1(=CC=CC=C1)P(C1=CC=CC=C1)C1=CC=CC=C1.C1(=CC=CC=C1)P(C1=CC=CC=C1)C1=CC=CC=C1 (tetrakis-(triphenylphosphine)-palladium(0)). Run in COCCOC (1,2-dimethoxyethane), O (Water). Reaction conditions: temperature 90 celsius. The product is C1(=CC=CC=C1)C1NN2C(C=C(C=C2N)C2=CC=C(C=C2)C)=N1 (2-phenyl-7-p-tolyl-3H-[1,2,4]triazolo[1,5-a]pyridin-5-ylamine). Yield: 72.8%. RXN SMILES: Br[C:2]1[CH:7]=[C:6]([NH2:8])[N:5]2[N:9]=[C:10]([C:12]3[CH:17]=[CH:16][CH:15]=[CH:14][CH:13]=3)[N:11]=[C:4]2[CH:3]=1.[C:18]1([CH3:27])[CH:23]=[CH:22][C:21](B(O)O)=[CH:20][CH:19]=1.C([O-])([O-])=O.[Na+].[Na+].[OH-].[Na+]>COCCOC.[Pd].C1(P(C2C=CC=CC=2)C2C=CC=CC=2)C=CC=CC=1.C1(P(C2C=CC=CC=2)C2C=CC=CC=2)C=CC=CC=1.C1(P(C2C=CC=CC=2)C2C=CC=CC=2)C=CC=CC=1.C1(P(C2C=CC=CC=2)C2C=CC=CC=2)C=CC=CC=1.O>[C:12]1([CH:10]2[N:11]=[C:4]3[CH:3]=[C:2]([C:21]4[CH:22]=[CH:23][C:18]([CH3:27])=[CH:19][CH:20]=4)[CH:7]=[C:6]([NH2:8])[N:5]3[NH:9]2)[CH:17]=[CH:16][CH:15]=[CH:14][CH:13]=1 |f:2.3.4,5.6,8.9.10.11.12|. Procedure: A mixture of 30 mg (0.1 mmol) 7-bromo-2-phenyl-[1,2,4]triazolo[1,5-a]pyridin-5-ylamine, 15.5 mg (0.11 mmol) p-tolyl-boronic acid, and 0.1 ml aqueous 2M Na2CO3 in 0.5 ml 1,2-dimethoxyethane was treated with 6 mg (0.01 mmol) tetrakis-(triphenylphosphine)-palladium(0) and heated to 90° C. for 15 h. Water was added and the mixture was adjusted to pH=12 with 2M NaOH and extracted with ethylacetate. The organic phases were dried with Na2SO4 and concentrated under reduced pressure yielding 22 mg (71%) ... The reactants are FC(C=1C=C(C(=O)N2CCC3(C(NC(N3C3=C(C=CC=C3)C)C)=O)CC2)C=C(C1)C(F)(F)F)(F)F ((rac)-8-(3,5-bis-trifluoromethyl-benzoyl)-2-methyl-1-o-tolyl-1,3,8-triaza-spiro[4.5]decan-4-one), ClCCN1CCNCC1 (1-(2-chloroethyl)-piperazine). Yields the product FC(C=1C=C(C(=O)N2CCC3(C(N(C(N3C3=C(C=CC=C3)C)C)CCN3CCNCC3)=O)CC2)C=C(C1)C(F)(F)F)(F)F ((rac)-8-(3,5-Bis-trifluoromethyl-benzoyl)-2-methyl-3-(2-piperazin-1-yl-ethyl)-1-o-tolyl-1,3,8-triaza-spiro[4.5]decan-4-one). RXN SMILES: [F:1][C:2]([F:35])([F:34])[C:3]1[CH:4]=[C:5]([CH:27]=[C:28]([C:30]([F:33])([F:32])[F:31])[CH:29]=1)[C:6]([N:8]1[CH2:26][CH2:25][C:11]2([N:15]([C:16]3[CH:21]=[CH:20][CH:19]=[CH:18][C:17]=3[CH3:22])[CH:14]([CH3:23])[NH:13][C:12]2=[O:24])[CH2:10][CH2:9]1)=[O:7].Cl[CH2:37][CH2:38][N:39]1[CH2:44][CH2:43][NH:42][CH2:41][CH2:40]1>>[F:35][C:2]([F:1])([F:34])[C:3]1[CH:4]=[C:5]([CH:27]=[C:28]([C:30]([F:33])([F:32])[F:31])[CH:29]=1)[C:6]([N:8]1[CH2:9][CH2:10][C:11]2([N:15]([C:16]3[CH:21]=[CH:20][CH:19]=[CH:18][C:17]=3[CH3:22])[CH:14]([CH3:23])[N:13]([CH2:37][CH2:38][N:39]3[CH2:44][CH2:43][NH:42][CH2:41][CH2:40]3)[C:12]2=[O:24])[CH2:25][CH2:26]1)=[O:7]. Procedure: The title compound, MS: m/e=626.1 (M+H+), was prepared in accordance with the general method of example 99 from (rac)-8-(3,5-bis-trifluoromethyl-benzoyl)-2-methyl-1-o-tolyl-1,3,8-triaza-spiro[4.5]decan-4-one and 1-(2-chloroethyl)-piperazine.